Dataset: the Open Reaction Database (ORD), a public repository of structured organic reaction records. Task: describe an organic reaction: reactants, conditions, products, and yield The reactants are COc1ccc2c(c1)C(C)(C)CC(C)C2=O, CS(C)=O, C#N, Cl, N#C[Na]. The product is CC1CC(C)(C)c2cc(O)ccc2C1=O. As a reaction SMILES: [CH3:1][O:2][c:3]1[cH:4][c:5]2[c:10]([cH:11][cH:12]1)[C:9](=[O:13])[CH:8]([CH3:14])[CH2:7][C:6]2([CH3:15])[CH3:16].[CH3:23][S:24]([CH3:25])=[O:26].[CH:20]#[N:21].[ClH:22].[Na:17][C:18]#[N:19]>>[OH:2][c:3]1[cH:4][c:5]2[c:10]([cH:11][cH:12]1)[C:9](=[O:13])[CH:8]([CH3:14])[CH2:7][C:6]2([CH3:15])[CH3:16]. Yield: 29.7%. Solvent: CN(C=O)C (dimethylformamide), O (water), C(C)OCC (diethyl ether). Reactants: [I-].[K+] (potassium iodide), Cl.N1CCC(CC1)C1=NOC2=C1C=CC=C2 (3-(4-piperidyl)-1,2-benzisoxazole hydrochloride), ClCCCC(C1=CC=C(C=C1)F)C1=CC=C(C=C1)F (4-chloro-1,1-bis(4-fluorophenyl)butane), C([O-])([O-])=O.[K+].[K+] (potassium carbonate), hydrogen chloride-ether. Reported procedure: A mixture of 3.94 g of 3-(4-piperidyl)-1,2-benzisoxazole hydrochloride, 4.60 g of 4-chloro-1,1-bis(4-fluorophenyl)butane, 4.95 g of anhydrous potassium carbonate, a few crystals of potassium iodide and 85 ml of dimethylformamide were stirred and heated at 90° for 8 hrs and then stirred at ambient temperature over the weekend. The mixture was poured into water and extracted with ethyl acetate and saturated sodium chloride solution, dried over anhydrous magnesium sulfate and the solvent was remove... Reaction SMILES: Cl.[NH:2]1[CH2:7][CH2:6][CH:5]([C:8]2[C:12]3[CH:13]=[CH:14][CH:15]=[CH:16][C:11]=3[O:10][N:9]=2)[CH2:4][CH2:3]1.[Cl:17][CH2:18][CH2:19][CH2:20][CH:21]([C:29]1[CH:34]=[CH:33][C:32]([F:35])=[CH:31][CH:30]=1)[C:22]1[CH:27]=[CH:26][C:25]([F:28])=[CH:24][CH:23]=1.C(=O)([O-])[O-].[K+].[K+].[I-].[K+]>C(OCC)C.O.CN(C)C=O>[ClH:17].[F:28][C:25]1[CH:24]=[CH:23][C:22]([CH:21]([C:29]2[CH:30]=[CH:31][C:32]([F:35])=[CH:33][CH:34]=2)[CH2:20][CH2:19][CH2:18][N:2]2[CH2:3][CH2:4][CH:5]([C:8]3[C:12]4[CH:13]=[CH:14][CH:15]=[CH:16][C:11]=4[O:10][N:9]=3)[CH2:6][CH2:7]2)=[CH:27][CH:26]=1 |f:0.1,3.4.5,6.7,11.12|. Yields the product Cl.FC1=CC=C(C=C1)C(CCCN1CCC(CC1)C1=NOC2=C1C=CC=C2)C2=CC=C(C=C2)F (3-{1-[4,4-bis(4-Fluorophenyl)-1-butyl]-4-piperidyl}-1,2-benzisoxazole hydrochloride).